This data is from the Open Reaction Database (ORD), a public repository of structured organic reaction records. The task is: describe an organic reaction: reactants, conditions, products, and yield Reactants: [BH4-], CO, COc1ccc(CSc2ccc([N+](=O)[O-])c(F)c2)cc1, [Na+], O. The product is COc1ccc(CSc2ccc(N)c(F)c2)cc1. As a reaction SMILES: [BH4-:21].[CH3:24][OH:25].[F:1][c:2]1[c:3]([N+:18]([O-:19])=[O:20])[cH:4][cH:5][c:6]([S:8][CH2:9][c:10]2[cH:11][cH:12][c:13]([O:16][CH3:17])[cH:14][cH:15]2)[cH:7]1.[Na+:22].[OH2:23]>>[F:1][c:2]1[c:3]([NH2:18])[cH:4][cH:5][c:6]([S:8][CH2:9][c:10]2[cH:11][cH:12][c:13]([O:16][CH3:17])[cH:14][cH:15]2)[cH:7]1. Starting materials: C1=CC(=CC(=C1)[N+](=O)[O-])N, C1=CN=C(C=C1Cl)Cl. The reagents and catalysts are C(=O)([O-])[O-].[Cs+].[Cs+], CC1(C2=C(C(=CC=C2)P(C3=CC=CC=C3)C4=CC=CC=C4)OC5=C1C=CC=C5P(C6=CC=CC=C6)C7=CC=CC=C7)C, CC(=O)O.CC(=O)O.[Pd]. Run in C1COCCO1. Conditions: temperature 100 celsius. The product is C1=CC(=CC(=C1)[N+](=O)[O-])NC2=NC=CC(=C2)Cl. Yield: 47.8%. Reported procedure: 3-Nitroaniline (140 mg, 1.01 mmol), 2,4-dichloropyridine (150 mg, 1.01 mmol), 4,5-bis(diphenylphosphino)-9,9-dimethylxanthene (70.4 mg, 0.12 mmol) and cesium carbonate (660 mg, 2.03 mmol) were stirred in dioxane (5 mL). The mixture was purged with nitrogen for 10 minutes. Palladium(II) acetate (22.76 mg, 0.10 mmol) was added and the mixture heated at 100 °C for 1.5h. The mixture was cooled, filtered and concentrated. The crude product was purified by flash silica chromatography, eluting with 1% ... Starting materials: ClC1=CC(=NC=N1)N1N=CC=C1 (6-chloro-4-(1-pyrazolyl)pyrimidine), [OH-].[NH4+] (ammonium hydroxide). The solvent is C(Cl)Cl (methylene chloride). Yields the product NC1=CC(=NC=N1)N1N=CC=C1 (6-amino-4-(1-pyrazolyl)pyrimidine). Reaction SMILES: Cl[C:2]1[N:7]=[CH:6][N:5]=[C:4]([N:8]2[CH:12]=[CH:11][CH:10]=[N:9]2)[CH:3]=1.[OH-].[NH4+:14]>C(Cl)Cl>[NH2:14][C:2]1[N:7]=[CH:6][N:5]=[C:4]([N:8]2[CH:12]=[CH:11][CH:10]=[N:9]2)[CH:3]=1 |f:1.2|. Procedure: In sealed tube, 180 mg of 6-chloro-4-(1-pyrazolyl)pyrimidine and 2.5 ml of concentrated ammonium hydroxide were warmed at 140° C. for 30 hours. The reaction mixture was dissolved in methylene chloride, and washed with water. The organic fraction was dried over anhydrous sodium sulfute, and distilled off. A residue was recrystallized from methanol to yield 148 mg of 6-amino-4-(1-pyrazolyl)pyrimidine, a flaking crystal having a melting point of 236.5°-237° C., Reactants: Cl.CC(COC(=O)C1=C(NC=2CN(CC(C2C1C1=C(C(=C(C(=C1F)F)F)F)F)=O)CC1=CC=CC=C1)C)(C)OC1=CC=CC=C1 (1,4,5,6,7,8-hexahydro-2-methyl-5-oxo-4-(pentafluorophenyl)-7-phenylmethyl-1,7-naphthyridine-3-carboxylic acid 2-methyl-2-phenoxypropyl ester hydrochloride), Cl (hydrogen chloride). The solvent is CO (methanol). Product: Cl.CC(COC(=O)C1=C(NC=2CNCC(C2C1C1=C(C(=C(C(=C1F)F)F)F)F)=O)C)(C)OC1=CC=CC=C1 (1,4,5,6,7,8-Hexahydro-2-methyl-5-oxo-4-(pentafluorophenyl)-1,7-naphthyridine-3-carboxylic acid 2-methyl-2-phenoxypropyl ester, hydrochloride). Reaction SMILES: [ClH:1].Cl.[CH3:3][C:4]([O:40][C:41]1[CH:46]=[CH:45][CH:44]=[CH:43][CH:42]=1)([CH3:39])[CH2:5][O:6][C:7]([C:9]1[CH:18]([C:19]2[C:24]([F:25])=[C:23]([F:26])[C:22]([F:27])=[C:21]([F:28])[C:20]=2[F:29])[C:17]2[C:16](=[O:30])[CH2:15][N:14](CC3C=CC=CC=3)[CH2:13][C:12]=2[NH:11][C:10]=1[CH3:38])=[O:8]>CO>[ClH:1].[CH3:39][C:4]([O:40][C:41]1[CH:46]=[CH:45][CH:44]=[CH:43][CH:42]=1)([CH3:3])[CH2:5][O:6][C:7]([C:9]1[CH:18]([C:19]2[C:20]([F:29])=[C:21]([F:28])[C:22]([F:27])=[C:23]([F:26])[C:24]=2[F:25])[C:17]2[C:16](=[O:30])[CH2:15][NH:14][CH2:13][C:12]=2[NH:11][C:10]=1[CH3:38])=[O:8] |f:1.2,4.5|. Procedure: The above hydrochloride (15 g), 400 ml of methanol, 10 ml of water, 8 ml of concentrated hydrochloric acid, and 1 g of 10% palladium on carbon were shaken with hydrogen (50 psig initial pressure) for 4.5 hours. The catalyst was separated and the filtrate was evaporated to dryness in vacuo. The residue was dissolved in methylene chloride and shaken with saturated sodium carbonate solution. The methylene chloride solution was separated and a precipitate formed after 20 minutes. The mixture was fil... Reactants: C(C)OC(=O)C=1C=NC2=C(C=CC=C2C1Cl)[N+](=O)[O-] (8-nitro-4-chloro-quinoline-3-carboxylic acid ethyl ester), FC=1C=C(CN)C=CC1 (3-fluoro-benzylamine). Product: C(C)OC(=O)C=1C=NC2=C(C=CC=C2C1NCC1=CC(=CC=C1)F)N (8-Amino-4-(3-fluoro-benzylamino)-quinoline-3-carboxylic acid ethyl ester). The yield is 90.0%. Reaction SMILES: [CH2:1]([O:3][C:4]([C:6]1[CH:7]=[N:8][C:9]2[C:14]([C:15]=1Cl)=[CH:13][CH:12]=[CH:11][C:10]=2[N+:17]([O-])=O)=[O:5])[CH3:2].[F:20][C:21]1[CH:22]=[C:23]([CH:26]=[CH:27][CH:28]=1)[CH2:24][NH2:25]>>[CH2:1]([O:3][C:4]([C:6]1[CH:7]=[N:8][C:9]2[C:14]([C:15]=1[NH:25][CH2:24][C:23]1[CH:26]=[CH:27][CH:28]=[C:21]([F:20])[CH:22]=1)=[CH:13][CH:12]=[CH:11][C:10]=2[NH2:17])=[O:5])[CH3:2]. Procedure: The compound prepared in Example 3 was reacted with 3-fluoro-benzylamine according to the method as described in Example 4 and the obtained compound was treated as described in Example 14 to prepare the title compound (yield 90%). Reactants: C(C1=CC=CC=C1)(=O)C(=O)O (Benzoylformic acid), CC(=O)C (acetone), S(O)(O)(=O)=O (sulfuric acid). Solvent: C(C)(=O)O (acetic acid). Product: C1(=CC=CC=C1)C=1C(OC2(C1)OC(C(=C2)C2=CC=CC=C2)=O)=O (3,8-diphenyl-2,7-dioxo-1,6-dioxaspiro[4.4]nona-3,8-diene). As a reaction SMILES: [C:1]([C:9]([OH:11])=[O:10])(=O)[C:2]1[CH:7]=[CH:6][CH:5]=[CH:4][CH:3]=1.[CH3:12][C:13]([CH3:15])=[O:14].S(=O)(=O)(O)O>C(O)(=O)C>[C:2]1([C:1]2[C:9](=[O:10])[O:11][C:13]3([CH:15]=[C:1]([C:2]4[CH:7]=[CH:6][CH:5]=[CH:4][CH:3]=4)[C:9](=[O:10])[O:14]3)[CH:12]=2)[CH:7]=[CH:6][CH:5]=[CH:4][CH:3]=1. Reported procedure: Benzoylformic acid, 25 g, and 11.25 g of acetone in 30 g of acetic acid and 45 g of concentrated sulfuric acid were heated at 105° C.-110° C. for 1 hour. After the resulting mixture was cooled to ambient temperature, it was poured onto ice and the mixture was allowed to warm to room temperature. The suspended particles were recovered by filtration and recrystallized from ethanol to give 3,8-diphenyl-2,7-dioxo-1,6-dioxaspiro[4.4]nona-3,8-diene, m.pt. 235°-237° C., as white powder. Infrared and nu...